Task: describe an organic reaction: reactants, conditions, products, and yield. Dataset: the Open Reaction Database (ORD), a public repository of structured organic reaction records Reaction SMILES: [CH2:1]([O:3][C:4]1[CH:9]=[CH:8][C:7]([N:10]2[C:15](=[O:16])[C:14]3[CH:17]=[CH:18][CH:19]=[N:20][C:13]=3[N:12]=[C:11]2[C@H:21]([N:23]([CH2:38][CH2:39][C:40](=O)[CH3:41])[C:24](=[O:37])[CH2:25][C:26]2[CH:31]=[CH:30][C:29]([F:32])=[C:28]([C:33]([F:36])([F:35])[F:34])[CH:27]=2)[CH3:22])=[CH:6][CH:5]=1)[CH3:2].[CH:43]1([NH2:47])[CH2:46][CH2:45][CH2:44]1.C(O[BH-](OC(=O)C)OC(=O)C)(=O)C.[Na+]>ClC(Cl)C.ClCCl>[CH:43]1([NH:47][CH:40]([CH3:41])[CH2:39][CH2:38][N:23]([C@@H:21]([C:11]2[N:10]([C:7]3[CH:8]=[CH:9][C:4]([O:3][CH2:1][CH3:2])=[CH:5][CH:6]=3)[C:15](=[O:16])[C:14]3[CH:17]=[CH:18][CH:19]=[N:20][C:13]=3[N:12]=2)[CH3:22])[C:24](=[O:37])[CH2:25][C:26]2[CH:31]=[CH:30][C:29]([F:32])=[C:28]([C:33]([F:35])([F:36])[F:34])[CH:27]=2)[CH2:46][CH2:45][CH2:44]1 |f:2.3|. Yields the product C1(CCC1)NC(CCN(C(CC1=CC(=C(C=C1)F)C(F)(F)F)=O)[C@H](C)C=1N(C(C2=C(N1)N=CC=C2)=O)C2=CC=C(C=C2)OCC)C ((R)—N-(3-Cyclobutylamino-butyl)-N-{1-[3-(4-ethoxy-phenyl)-4-oxo-3,4-dihydro-pyrido[2,3-d]pyrimidin-2-yl]-ethyl}-2-(4-fluoro-3-trifluoromethyl-phenyl)-acetamide). Procedure details: E3 (67 mg, 0.11 mmol), cyclobutyl amine (14.7 μL, 0.17 mmol), and sodium triacetoxyborohydride (73 mg, 0.34 mmol) were stirred in dichloroethane at room temperature for 3 h. The reaction mixture was diluted with dichloromethane, then washed with saturated aqueous sodium bicarbonate and brine. It was dried over magnesium sulfate, filtered, concentrated in vacuo. Purified by chromatography (4% to 10% methanol with 0.1% ammonium hydroxide in dichloromethane), recovering 31 mg of E4. The reactants are C(C)OC1=CC=C(C=C1)N1C(=NC2=C(C1=O)C=CC=N2)[C@@H](C)N(C(CC2=CC(=C(C=C2)F)C(F)(F)F)=O)CCC(C)=O ((R)—N-{1-[3-(4-Ethoxy-phenyl)-4-oxo-3,4-dihydro-pyrido[2,3-d]pyrimidin-2-yl]-ethyl}-2-(4-fluoro-3-trifluoromethyl-phenyl)-N-(3-oxo-butyl)-acetamide), C1(CCC1)N (cyclobutyl amine), C(C)(=O)O[BH-](OC(C)=O)OC(C)=O.[Na+] (sodium triacetoxyborohydride). The solvent is ClC(C)Cl (dichloroethane), ClCCl (dichloromethane).